Dataset: the Open Reaction Database (ORD), a public repository of structured organic reaction records. Task: describe an organic reaction: reactants, conditions, products, and yield Starting materials: CC(=O)c1cccc(-c2ccnc(NC(=O)c3ccccc3)c2)c1, C1COCCN1, Cl, C1COCCO1. Product: O=C(CCN1CCOCC1)c1cccc(-c2ccnc(NC(=O)c3ccccc3)c2)c1. RXN SMILES: [C:1]([CH3:2])(=[O:3])[c:4]1[cH:5][c:6](-[c:10]2[cH:11][c:12]([NH:16][C:17]([c:18]3[cH:19][cH:20][cH:21][cH:22][cH:23]3)=[O:24])[n:13][cH:14][cH:15]2)[cH:7][cH:8][cH:9]1.[CH2:25]1[CH2:26][O:27][CH2:28][CH2:29][NH:30]1.[ClH:31].[O:32]1[CH2:33][CH2:37][O:36][CH2:35][CH2:34]1>>[C:1]([CH2:2][CH2:33][N:30]1[CH2:25][CH2:26][O:27][CH2:28][CH2:29]1)(=[O:3])[c:4]1[cH:5][c:6](-[c:10]2[cH:11][c:12]([NH:16][C:17]([c:18]3[cH:19][cH:20][cH:21][cH:22][cH:23]3)=[O:24])[n:13][cH:14][cH:15]2)[cH:7][cH:8][cH:9]1. Reactants: [N+](=O)([O-])C1=C(ON)C=CC(=C1)[N+](=O)[O-] (2,4-dinitrophenoxyamine), [H-].[Na+] (sodium hydride), ClC1=C(C=C(C=C1)N1C(NC(=CC1=O)C(F)(F)F)=O)C=NOC (3-(4-chloro-3-methoxyiminomethylphenyl)-2,4-dioxo-6-trifluoromethyl-1,2,3,4-tetrahydropyrimidine), ice water. The solvent is CN(C=O)C (dimethylformamide), CN(C=O)C (dimethylformamide), CN(C=O)C (dimethylformamide). Conditions: temperature 50 celsius, time 6 hour. Yields the product NN1C(N(C(C=C1C(F)(F)F)=O)C1=CC(=C(C=C1)Cl)C=NOC)=O (1-Amino-3-(4-chloro-3-methoxyiminomethylphenyl)-2,4-dioxo-6-trifluoromethyl-1,2,3,4-tetrahydropyrimidine). The yield is 29.5%. RXN SMILES: [H-].[Na+].[Cl:3][C:4]1[CH:9]=[CH:8][C:7]([N:10]2[C:15](=[O:16])[CH:14]=[C:13]([C:17]([F:20])([F:19])[F:18])[NH:12][C:11]2=[O:21])=[CH:6][C:5]=1[CH:22]=[N:23][O:24][CH3:25].[N+:26](C1C=C([N+]([O-])=O)C=CC=1ON)([O-])=O>CN(C)C=O>[NH2:26][N:12]1[C:13]([C:17]([F:18])([F:19])[F:20])=[CH:14][C:15](=[O:16])[N:10]([C:7]2[CH:8]=[CH:9][C:4]([Cl:3])=[C:5]([CH:22]=[N:23][O:24][CH3:25])[CH:6]=2)[C:11]1=[O:21] |f:0.1|. Reported procedure: 0.38 g (16 mmol) of sodium hydride in 50 ml of anhydrous dimethylformamide was treated dropwise at 0°-5° C. with a solution of 5.0 g (14 mmol) of 3-(4-chloro-3-methoxyiminomethylphenyl)-2,4-dioxo-6-trifluoromethyl-1,2,3,4-tetrahydropyrimidine in 50 ml of anhydrous dimethylformamide. A solution of 2.8 g (14 mmol) of 2,4-dinitrophenoxyamine in 50 ml of anhydrous dimethylformamide was added dropwise to this mixture after 10 minutes, after which it was stirred for 60 hours at 20°-25° C. and for 6 ho... Starting materials: CC[Si](CC)(CC)c1cc(C=O)co1, O=CC=P(c1ccccc1)(c1ccccc1)c1ccccc1. The product is CC[Si](CC)(CC)c1cc(C=CC=O)co1. As a reaction SMILES: [CH2:1]([CH3:2])[Si:3]([c:4]1[o:5][cH:6][c:7]([CH:9]=[O:10])[cH:8]1)([CH2:11][CH3:12])[CH2:13][CH3:14].[c:15]1([P:16]([c:17]2[cH:18][cH:19][cH:20][cH:21][cH:22]2)([c:23]2[cH:24][cH:25][cH:26][cH:27][cH:28]2)=[CH:34][CH:35]=[O:36])[cH:29][cH:30][cH:31][cH:32][cH:33]1>>[CH2:1]([CH3:2])[Si:3]([c:4]1[o:5][cH:6][c:7]([CH:9]=[CH:34][CH:35]=[O:36])[cH:8]1)([CH2:11][CH3:12])[CH2:13][CH3:14].